Dataset: the Open Reaction Database (ORD), a public repository of structured organic reaction records. Task: describe an organic reaction: reactants, conditions, products, and yield The reactants are CC#N, C1CC2CNC(C1)CN2, O=C(O)c1cn(C2CC2)c2nc(Cl)c(F)cc2c1=O, C1CCC2=NCCCN2CC1. The product is O=C(O)c1cn(C2CC2)c2nc(N3CC4CCCC3CN4)c(F)cc2c1=O. Reaction SMILES: [CH3:40][C:41]#[N:42].[CH:20]12[CH2:21][CH2:22][CH2:23][CH:24]([NH:25][CH2:26]1)[CH2:27][NH:28]2.[Cl:1][c:2]1[c:3]([F:19])[cH:4][c:5]2[c:6](=[O:18])[c:7]([C:15](=[O:16])[OH:17])[cH:8][n:9]([CH:12]3[CH2:13][CH2:14]3)[c:10]2[n:11]1.[N:29]12[CH2:30][CH2:31][CH2:32][N:33]=[C:34]1[CH2:35][CH2:36][CH2:37][CH2:38][CH2:39]2>>[c:2]1([N:25]2[CH:24]3[CH2:23][CH2:22][CH2:21][CH:20]([CH2:26]2)[NH:28][CH2:27]3)[c:3]([F:19])[cH:4][c:5]2[c:6](=[O:18])[c:7]([C:15](=[O:16])[OH:17])[cH:8][n:9]([CH:12]3[CH2:13][CH2:14]3)[c:10]2[n:11]1. The reactants are COc1ccccc1-c1n[nH]c2ncc(-c3cccc(C(=O)O)c3)cc12, CN(C)CCN1CCNCC1, CC#N, CO, ClCCl, [Na+], [Na+], O=C([O-])[O-]. The product is COc1ccccc1-c1n[nH]c2ncc(-c3cccc(C(=O)N4CCN(CCN(C)C)CC4)c3)cc12. As a reaction SMILES: [CH3:1][O:2][c:3]1[c:4](-[c:9]2[n:10][nH:11][c:12]3[n:13][cH:14][c:15](-[c:18]4[cH:19][c:20]([C:21](=[O:22])[OH:23])[cH:24][cH:25][cH:26]4)[cH:16][c:17]23)[cH:5][cH:6][cH:7][cH:8]1.[CH3:27][N:28]([CH2:29][CH2:30][N:31]1[CH2:32][CH2:33][NH:34][CH2:35][CH2:36]1)[CH3:37].[CH3:47][C:48]#[N:49].[CH3:50][OH:51].[Cl:38][CH2:39][Cl:40].[Na+:41].[Na+:42].[O-:43][C:44](=[O:45])[O-:46]>>[CH3:1][O:2][c:3]1[c:4](-[c:9]2[n:10][nH:11][c:12]3[n:13][cH:14][c:15](-[c:18]4[cH:19][c:20]([C:21](=[O:23])[N:34]5[CH2:33][CH2:32][N:31]([CH2:30][CH2:29][N:28]([CH3:27])[CH3:37])[CH2:36][CH2:35]5)[cH:24][cH:25][cH:26]4)[cH:16][c:17]23)[cH:5][cH:6][cH:7][cH:8]1. Starting materials: BrC=1C=C(C=O)C=CC1OC (3-Bromo-4-methoxybenzaldehyde), C(C)(=O)NC1=CC=C2CC(NC2=C1)=O (6-acetamido-2-oxindole). The product is BrC=1C=C(C=C2C(NC3=CC(=CC=C23)NC(C)=O)=O)C=CC1OC (N-[3-(3-bromo-4-methoxy-benzylidene)-2-oxo-2,3-dihydro-1H-indol-6-yl]-acetamide). RXN SMILES: [Br:1][C:2]1[CH:3]=[C:4]([CH:7]=[CH:8][C:9]=1[O:10][CH3:11])[CH:5]=O.[C:12]([NH:15][C:16]1[CH:24]=[C:23]2[C:19]([CH2:20][C:21](=[O:25])[NH:22]2)=[CH:18][CH:17]=1)(=[O:14])[CH3:13]>>[Br:1][C:2]1[CH:3]=[C:4]([CH:7]=[CH:8][C:9]=1[O:10][CH3:11])[CH:5]=[C:20]1[C:19]2[C:23](=[CH:24][C:16]([NH:15][C:12](=[O:14])[CH3:13])=[CH:17][CH:18]=2)[NH:22][C:21]1=[O:25]. Procedure details: 3-Bromo-4-methoxybenzaldehyde was condensed with 6-acetamido-2-oxindole to give N-[3-(3-bromo-4-methoxy-benzylidene)-2-oxo-2,3-dihydro-1H-indol-6-yl]-acetamide. The reactants are C1CCCCC1, [Li]CCCC, CCCCCC, [Cl-], O=C(c1ccc(Cl)cc1)c1ccc(Cl)cc1, [NH4+], C1CCOC1, c1cnsc1. Product: OC(c1ccc(Cl)cc1)(c1ccc(Cl)cc1)c1ccns1. RXN SMILES: [CH2:40]1[CH2:41][CH2:42][CH2:43][CH2:44][CH2:45]1.[CH2:6]([Li:7])[CH2:8][CH2:9][CH3:10].[CH3:34][CH2:35][CH2:36][CH2:37][CH2:38][CH3:39].[Cl-:27].[Cl:11][c:12]1[cH:13][cH:14][c:15]([C:16](=[O:17])[c:18]2[cH:19][cH:20][c:21]([Cl:24])[cH:22][cH:23]2)[cH:25][cH:26]1.[NH4+:28].[O:29]1[CH2:30][CH2:31][CH2:32][CH2:33]1.[cH:1]1[cH:2][n:3][s:4][cH:5]1>>[cH:1]1[cH:2][n:3][s:4][c:5]1[C:16]([c:15]1[cH:14][cH:13][c:12]([Cl:11])[cH:26][cH:25]1)([OH:17])[c:18]1[cH:19][cH:20][c:21]([Cl:24])[cH:22][cH:23]1.